Dataset: the Open Reaction Database (ORD), a public repository of structured organic reaction records. Task: describe an organic reaction: reactants, conditions, products, and yield Reactants: CN(C)C=C1C(NC2=CC=C(C=C12)S(=O)(=O)O)=O (3-Dimethylaminomethylene-2-oxo-2,3-dihydro-1H-indole-5-sulfonic acid), COC(C1=C(C=CC=C1)N)=O (methyl-2-aminobenzoate), CS(=O)(=O)O (methansulfonic acid). The solvent is C(C)O (ethanol). Conditions: temperature 150 celsius. The product is COC(C1=C(C=CC=C1)NC=C1C(NC2=CC=C(C=C12)S(NC(C)C)(=O)=O)=O)=O (2-[(5-Isopropylsulfamoyl-2-oxo-1,2-dihydro-indol-3-ylidenemethyl)amino]benzoic acid methyl ester). As a reaction SMILES: C[N:2]([CH:4]=[C:5]1[C:13]2[C:8](=[CH:9][CH:10]=[C:11]([S:14]([OH:17])(=[O:16])=O)[CH:12]=2)[NH:7][C:6]1=[O:18])[CH3:3].[CH3:19][O:20][C:21](=[O:29])[C:22]1[CH:27]=[CH:26][CH:25]=[CH:24]C=1N.CS(O)(=O)=O>C(O)C>[CH3:19][O:20][C:21](=[O:29])[C:22]1[CH:27]=[CH:26][CH:25]=[CH:24][C:3]=1[NH:2][CH:4]=[C:5]1[C:13]2[C:8](=[CH:9][CH:10]=[C:11]([S:14](=[O:16])(=[O:17])[NH:7][CH:8]([CH3:13])[CH3:9])[CH:12]=2)[NH:7][C:6]1=[O:18]. Procedure details: A mixture of rpm282 (0.260 g, 0.841 mmol) methyl-2-aminobenzoate (0.139 g, 0.925 mmol, 1.2 eq) and methansulfonic acid (0.088 g, 0.925 mmol, 1.1 eq) in ethanol (5 mL) was heated in the microwave at 150° C. for 5 min. The reaction mixture was cooled to 0° C., and the orange precipitate was collected by filtration and dried, to give pure rpm335 (0.207 g, 0.498 mmol, 59%). MS (API-ES): m/z 416 (M+H)+; HRMS (API-ES) m/z Found: 416.1276 (M+H)+. Reactants: CO (methanol), C(C)C1=NNC(=C1OC=1C=C(C=C(C#N)C1)C#N)CCOC1=CC=C(C=C1)SC (5-[(3-Ethyl-5-{2-[4-(methylsulfanyl)phenoxy]ethyl}-1H-pyrazol-4-yl)oxy]isophthalonitrile), OOS(=O)[O-].[K+] (oxone), CO (methanol). The solvent is O (water). The product is C(C)C1=NNC(=C1OC=1C=C(C=C(C#N)C1)C#N)CCOC1=CC=C(C=C1)S(=O)(=O)C (5-[(3-Ethyl-5-{2-[4-(methylsulfonyl)phenoxy]ethyl}-1H-pyrazol-4-yl)oxy]isophthalonitrile). RXN SMILES: [CH2:1]([C:3]1[C:7]([O:8][C:9]2[CH:10]=[C:11]([C:17]#[N:18])[CH:12]=[C:13]([CH:16]=2)[C:14]#[N:15])=[C:6]([CH2:19][CH2:20][O:21][C:22]2[CH:27]=[CH:26][C:25](SC)=[CH:24][CH:23]=2)[NH:5][N:4]=1)[CH3:2].O[O:31][S:32]([O-:34])=O.[K+].[CH3:36]O>O>[CH2:1]([C:3]1[C:7]([O:8][C:9]2[CH:16]=[C:13]([C:14]#[N:15])[CH:12]=[C:11]([CH:10]=2)[C:17]#[N:18])=[C:6]([CH2:19][CH2:20][O:21][C:22]2[CH:23]=[CH:24][C:25]([S:32]([CH3:36])(=[O:34])=[O:31])=[CH:26][CH:27]=2)[NH:5][N:4]=1)[CH3:2] |f:1.2|. Procedure details: To a stirred solution of the sulfide from Example 1 (90 mg, 0.22 mmol) in methanol (2 ml) at 0° C. was added a solution of oxone (205 mg, 0.33 mmol) in water (2 ml). The viscous suspension was further diluted with methanol (2 ml). After 4 hours the reaction mixture was concentrated under reduced pressure and the residue was partitioned between dichloromethane (20 ml) and water (20 ml). The organic layer was dried over magnesium sulfate, filtered and concentrated under reduced pressure. The crude... Reactants: O=C([O-])[O-], COC(=O)c1sc(-c2ccccc2)cc1NS(=O)(=O)c1cc(C)c(Cl)cc1C, [Cs+], [Cs+], BrCc1cccc(I)c1, CN(C)C=O. Product: COC(=O)c1sc(-c2ccccc2)cc1N(Cc1cccc(I)c1)S(=O)(=O)c1cc(C)c(Cl)cc1C. As a reaction SMILES: [C:38](=[O:39])([O-:40])[O-:41].[CH3:1][O:2][C:3](=[O:4])[c:5]1[s:6][c:7](-[c:23]2[cH:24][cH:25][cH:26][cH:27][cH:28]2)[cH:8][c:9]1[NH:10][S:11](=[O:12])(=[O:13])[c:14]1[c:15]([CH3:22])[cH:16][c:17]([Cl:21])[c:18]([CH3:20])[cH:19]1.[Cs+:42].[Cs+:43].[I:29][c:30]1[cH:31][c:32]([CH2:33][Br:34])[cH:35][cH:36][cH:37]1.[O:44]=[CH:45][N:46]([CH3:47])[CH3:48]>>[CH3:1][O:2][C:3](=[O:4])[c:5]1[s:6][c:7](-[c:23]2[cH:24][cH:25][cH:26][cH:27][cH:28]2)[cH:8][c:9]1[N:10]([S:11](=[O:12])(=[O:13])[c:14]1[c:15]([CH3:22])[cH:16][c:17]([Cl:21])[c:18]([CH3:20])[cH:19]1)[CH2:33][c:32]1[cH:31][c:30]([I:29])[cH:37][cH:36][cH:35]1. Reactants: C(#N)C=1C=C(C=CC1)B(O)O ((3-Cyanophenyl)boronic acid), C([O-])([O-])=O.[K+].[K+] (potassium carbonate), BrC1=CC(=C2C=NNC2=C1)NC(=O)C=1N=C(SC1)C (N-(6-bromo-1H-indazol-4-yl)-2-methyl-1,3-thiazole-4-carboxamide). The reagents and catalysts are C1=CC=C(C=C1)P([C-]2C=CC=C2)C3=CC=CC=C3.C1=CC=C(C=C1)P([C-]2C=CC=C2)C3=CC=CC=C3.Cl[Pd]Cl.[Fe+2] (Pd(dppf)Cl2). Run in O1CCOCC1 (1,4-dioxane), O1CCOCC1 (1,4-dioxane). Conditions: temperature 150 celsius. The product is C(#N)C=1C=C(C=CC1)C1=CC(=C2C=NNC2=C1)NC(=O)C=1N=C(SC1)C (N-[6-(3-Cyanophenyl)-1H-indazol-4-yl]-2-methyl-1,3-thiazole-4-carboxamide). As a reaction SMILES: [C:1]([C:3]1[CH:4]=[C:5](B(O)O)[CH:6]=[CH:7][CH:8]=1)#[N:2].C(=O)([O-])[O-].[K+].[K+].Br[C:19]1[CH:27]=[C:26]2[C:22]([CH:23]=[N:24][NH:25]2)=[C:21]([NH:28][C:29]([C:31]2[N:32]=[C:33]([CH3:36])[S:34][CH:35]=2)=[O:30])[CH:20]=1>O1CCOCC1.C1C=CC(P(C2C=CC=CC=2)[C-]2C=CC=C2)=CC=1.C1C=CC(P(C2C=CC=CC=2)[C-]2C=CC=C2)=CC=1.Cl[Pd]Cl.[Fe+2]>[C:1]([C:3]1[CH:4]=[C:5]([C:19]2[CH:27]=[C:26]3[C:22]([CH:23]=[N:24][NH:25]3)=[C:21]([NH:28][C:29]([C:31]3[N:32]=[C:33]([CH3:36])[S:34][CH:35]=3)=[O:30])[CH:20]=2)[CH:6]=[CH:7][CH:8]=1)#[N:2] |f:1.2.3,6.7.8.9|. Reported procedure: (3-Cyanophenyl)boronic acid (17 mg, 0.12 mmol), 0.6 M potassium carbonate (aq) (0.2 ml, 0.12 mmol) and Pd(dppf)Cl2 (10 mg, 0.014 mmol) in 1,4-dioxane (1 ml) were treated with N-(6-bromo-1H-indazol-4-yl)-2-methyl-1,3-thiazole-4-carboxamide (40 mg, 0.12 mmol) in 1,4-dioxane (1 ml). The reaction was heated in a CEM Discover microwave at 150° C. for 30 mins. After cooling the solvent was removed in vacuo. The residue was dissolved in MeOH and loaded onto a C18 SPE cartridge eluting with 0.1% TFA in ... The reactants are BrC1=CC=C(C(CBr)=O)C=C1 (p-bromophenacyl bromide), C(C=C)N1CNC(NC1)=S (5-allyl-3,4,5,6-tetrahydro-s-triazin-2(1H)-thione). Solvent: CC(=O)C (acetone), CC(=O)C (acetone). Conditions: time 1 hour. The product is Br.C(C=C)N1CN=C2N(C1)C(CS2)(O)C2=CC=C(C=C2)Br (3-allyl-6-(p-bromophenyl)-6-hydroxy-3,4,6,7-tetrahydro-2H-thiazolo[3,2-a]-s-triazine hydrobromide). Yield: 89.0%. Reaction SMILES: [Br:1][C:2]1[CH:11]=[CH:10][C:5]([C:6](=[O:9])[CH2:7]Br)=[CH:4][CH:3]=1.[CH2:12]([N:15]1[CH2:20][NH:19][C:18](=[S:21])[NH:17][CH2:16]1)[CH:13]=[CH2:14]>CC(C)=O>[BrH:1].[CH2:12]([N:15]1[CH2:20][N:19]2[C:6]([C:5]3[CH:10]=[CH:11][C:2]([Br:1])=[CH:3][CH:4]=3)([OH:9])[CH2:7][S:21][C:18]2=[N:17][CH2:16]1)[CH:13]=[CH2:14] |f:3.4|. Reported procedure: A solution of 6.95 grams (0.025 mole) of p-bromophenacyl bromide in 60 milliliters of acetone was mixed with a solution of 3.93 grams (0.025 mole) 5-allyl-3,4,5,6-tetrahydro-s-triazin-2(1H)-thione in 1100 milliliters of acetone and the mixture was left for 1 hour at room temperature. The solution was then concentrated to 200 milliliters. 10.1 Grams (89% yield) of 3-allyl-6-(p-bromophenyl)-6-hydroxy-3,4,6,7-tetrahydro-2H-thiazolo[3,2-a]-s-triazine hydrobromide 1/3 acetonate crystallised as a colo... Reactants: CC(=O)O[BH-](OC(C)=O)OC(C)=O, O=C([O-])[O-], CC(=O)O, O=Cc1ccccc1, ClCCl, [K+], [K+], CCOC(=O)C1CCCN1, [Na+]. The product is CCOC(=O)C1CCCN1Cc1ccccc1. As a reaction SMILES: [C:19]([O:20][BH-:21]([O:22][C:23](=[O:24])[CH3:25])[O:26][C:27](=[O:28])[CH3:29])(=[O:30])[CH3:31].[C:33](=[O:34])([O-:35])[O-:36].[CH3:42][C:43](=[O:44])[OH:45].[CH:11](=[O:12])[c:13]1[cH:14][cH:15][cH:16][cH:17][cH:18]1.[Cl:39][CH2:40][Cl:41].[K+:37].[K+:38].[NH:1]1[CH:2]([C:3](=[O:4])[O:5][CH2:6][CH3:7])[CH2:8][CH2:9][CH2:10]1.[Na+:32]>>[N:1]1([CH2:11][c:13]2[cH:14][cH:15][cH:16][cH:17][cH:18]2)[CH:2]([C:3](=[O:4])[O:5][CH2:6][CH3:7])[CH2:8][CH2:9][CH2:10]1. The reactants are [H][H] (hydrogen), C1(=CC=CC=C1)S(=O)(=O)NC=1C=C(N)C=CC1 (3-phenylsulfonamidoaniline), C(C)(=O)C=1C(OC(=C(C1O)C(C)=O)O)=O (3,5-diacetyl-4,6-dihydroxy-2H-pyran-2-one). The reagents and catalysts are [Pd] (palladium-on-carbon). Solvent: C(C)O (ethanol). Yields the product C(C)(=O)C1=C(C(C(OC1=O)=O)=C(C)NC1=CC(=CC=C1)NS(=O)(=O)C1=CC=CC=C1)O (5-acetyl-4-hydroxy-3 -[1-(3-phenylsulfonamidophenylamino)ethylidene]-2H-pyran-2,6(3H)-dione). As a reaction SMILES: [H][H].[C:3]1([S:9]([NH:12][C:13]2[CH:14]=[C:15]([CH:17]=[CH:18][CH:19]=2)[NH2:16])(=[O:11])=[O:10])[CH:8]=[CH:7][CH:6]=[CH:5][CH:4]=1.[C:20]([C:23]1[C:24](=[O:34])[O:25][C:26]([OH:33])=[C:27]([C:30](=O)[CH3:31])[C:28]=1[OH:29])(=[O:22])[CH3:21]>[Pd].C(O)C>[C:20]([C:23]1[C:24](=[O:34])[O:25][C:26](=[O:33])[C:27](=[C:30]([NH:16][C:15]2[CH:17]=[CH:18][CH:19]=[C:13]([NH:12][S:9]([C:3]3[CH:8]=[CH:7][CH:6]=[CH:5][CH:4]=3)(=[O:10])=[O:11])[CH:14]=2)[CH3:31])[C:28]=1[OH:29])(=[O:22])[CH3:21]. Procedure details: To a solution of 2.76 g. (0.02 mol) of m-nitroaniline in 5 ml. of pyridine cooled to 0° C. is added 3.52 g. (0.02 mol) of benzenesulfonyl chloride dropwise and the mixture is stirred for one hour at room temperature. The reaction mixture is decomposed with dilute hydrochloric acid and ice, and the solid filtered off to give m-(phenylsulfonamido)-nitrobenzene, m.p. 132°-134° C. The latter, 1.4 g. (0.005 mol), is dissolved in 100 ml. of ethanol, 300 mg. of 10% palladium-on-carbon is added and the ... Starting materials: crude mixture, C1(CCC1)N1CCC(CC1)CC1CCNCC1 (1-Cyclobutyl-4-(4-piperidinylmethyl)piperidine), ClC=1N=CC(=NC1)C(=O)OC (methyl 5-chloro-2-pyrazinecarboxylate), C([O-])([O-])=O.[K+].[K+] (potassium carbonate). Solvent: C(C)#N (acetonitrile). Conditions: temperature 120 celsius, time 15 minute. Yields the product C1(CCC1)N1CCC(CC1)CC1CCN(CC1)C=1N=CC(=NC1)C(=O)OC (Methyl 5-{4-[(1-cyclobutyl-4-piperidinyl)methyl]-1-piperidinyl}-2-pyrazinecarboxylate). Isolated yield 71.6%. As a reaction SMILES: [CH:1]1([N:5]2[CH2:10][CH2:9][CH:8]([CH2:11][CH:12]3[CH2:17][CH2:16][NH:15][CH2:14][CH2:13]3)[CH2:7][CH2:6]2)[CH2:4][CH2:3][CH2:2]1.Cl[C:19]1[N:20]=[CH:21][C:22]([C:25]([O:27][CH3:28])=[O:26])=[N:23][CH:24]=1.C(=O)([O-])[O-].[K+].[K+]>C(#N)C>[CH:1]1([N:5]2[CH2:6][CH2:7][CH:8]([CH2:11][CH:12]3[CH2:17][CH2:16][N:15]([C:19]4[N:20]=[CH:21][C:22]([C:25]([O:27][CH3:28])=[O:26])=[N:23][CH:24]=4)[CH2:14][CH2:13]3)[CH2:9][CH2:10]2)[CH2:4][CH2:3][CH2:2]1 |f:2.3.4|. Reported procedure: 1-Cyclobutyl-4-(4-piperidinylmethyl)piperidine (may be prepared as described in Description 6) (0.59 g), methyl 5-chloro-2-pyrazinecarboxylate (0.43 g) and potassium carbonate (0.69 g) were dissolved in acetonitrile (5 ml) and heated at 120° C. for 10 min in the microwave reactor, followed by a further 15 min. The crude mixture was passed through an SCX column (10 g, eluting with methanol [80 ml] then 2 N NH3 in methanol [80 ml]). The basic fractions were evaporated to give the title compound (E... Reactants: C(#N)N1CCC(CC1)N(C(C1=CC=C(C=C1)C1=CN=CO1)=O)C1CC1 (N-(1-cyano-piperidin-4-yl)-N-cyclopropyl-4-oxazol-5-yl-benzamide), FC1=CC=C(C(=N)NO)C=C1 (4-fluoro-N-hydroxy-benzamidine). Yields the product C1(CC1)N(C(C1=CC=C(C=C1)C1=CN=CO1)=O)C1CCN(CC1)C1=NC(=NO1)C1=CC=C(C=C1)F (N-Cyclopropyl-N-{1-[3-(4-fluoro-phenyl)-[1,2,4]oxadiazol-5-yl]-piperidin-4-yl}-4-oxazol-5-yl-benzamide). As a reaction SMILES: [C:1]([N:3]1[CH2:8][CH2:7][CH:6]([N:9]([CH:23]2[CH2:25][CH2:24]2)[C:10](=[O:22])[C:11]2[CH:16]=[CH:15][C:14]([C:17]3[O:21][CH:20]=[N:19][CH:18]=3)=[CH:13][CH:12]=2)[CH2:5][CH2:4]1)#[N:2].[F:26][C:27]1[CH:36]=[CH:35][C:30]([C:31]([NH:33][OH:34])=N)=[CH:29][CH:28]=1>>[CH:23]1([N:9]([CH:6]2[CH2:5][CH2:4][N:3]([C:1]3[O:34][N:33]=[C:31]([C:30]4[CH:35]=[CH:36][C:27]([F:26])=[CH:28][CH:29]=4)[N:2]=3)[CH2:8][CH2:7]2)[C:10](=[O:22])[C:11]2[CH:12]=[CH:13][C:14]([C:17]3[O:21][CH:20]=[N:19][CH:18]=3)=[CH:15][CH:16]=2)[CH2:25][CH2:24]1. Procedure: The title compound is prepared from N-(1-cyano-piperidin-4-yl)-N-cyclopropyl-4-oxazol-5-yl-benzamide and 4-fluoro-N-hydroxy-benzamidine following a procedure analogous to that described in Example 1. LC (method 6): tR=1.87 min; Mass spectrum (ESI+): m/z=474 [M+H]+.